From a dataset of the Open Reaction Database (ORD), a public repository of structured organic reaction records. describe an organic reaction: reactants, conditions, products, and yield Reactants: Cc1c(C)c2c(c(C)c1Br)CC(C)(C)O2, CC(=O)[O-], CC(=O)[O-], COc1ccc(N2CCNCC2)cc1, CC(C)(C)[O-], Cc1ccccc1, [Na+], O, [Pd+2], c1ccc(P(c2ccccc2)c2ccc3ccccc3c2-c2c(P(c3ccccc3)c3ccccc3)ccc3ccccc23)cc1. Product: COc1ccc(N2CCN(c3c(C)c(C)c4c(c3C)CC(C)(C)O4)CC2)cc1. RXN SMILES: [Br:1][c:2]1[c:3]([CH3:15])[c:4]([CH3:14])[c:5]2[c:6]([c:12]1[CH3:13])[CH2:7][C:8]([CH3:10])([CH3:11])[O:9]2.[C:82]([O-:83])(=[O:84])[CH3:85].[C:87]([O-:88])(=[O:89])[CH3:90].[CH3:16][O:17][c:18]1[cH:19][cH:20][c:21]([N:24]2[CH2:25][CH2:26][NH:27][CH2:28][CH2:29]2)[cH:22][cH:23]1.[CH3:76][C:77]([CH3:78])([O-:79])[CH3:80].[CH3:92][c:93]1[cH:94][cH:95][cH:96][cH:97][cH:98]1.[Na+:81].[OH2:91].[Pd+2:86].[cH:30]1[cH:31][cH:32][c:33]([P:34]([c:35]2[cH:36][cH:37][c:38]3[c:39]([cH:40][cH:41][cH:42][cH:43]3)[c:44]2-[c:45]2[c:46]3[c:47]([cH:48][cH:49][cH:50][cH:51]3)[cH:52][cH:53][c:54]2[P:55]([c:56]2[cH:57][cH:58][cH:59][cH:60][cH:61]2)[c:62]2[cH:63][cH:64][cH:65][cH:66][cH:67]2)[c:68]2[cH:69][cH:70][cH:71][cH:72][cH:73]2)[cH:74][cH:75]1>>[c:2]1([N:27]2[CH2:26][CH2:25][N:24]([c:21]3[cH:20][cH:19][c:18]([O:17][CH3:16])[cH:23][cH:22]3)[CH2:29][CH2:28]2)[c:3]([CH3:15])[c:4]([CH3:14])[c:5]2[c:6]([c:12]1[CH3:13])[CH2:7][C:8]([CH3:10])([CH3:11])[O:9]2.